Dataset: the Open Reaction Database (ORD), a public repository of structured organic reaction records. Task: describe an organic reaction: reactants, conditions, products, and yield Starting materials: C(C(=O)C1=CC=CC=C1)Br (phenacyl bromide), N1=CC=CC=C1 (pyridine). Product: [Br-].C(C(=O)C1=CC=CC=C1)[N+]1=CC=CC=C1 (N-phenacylpyridinium bromide). RXN SMILES: [CH2:1]([Br:10])[C:2]([C:4]1[CH:9]=[CH:8][CH:7]=[CH:6][CH:5]=1)=[O:3].[N:11]1[CH:16]=[CH:15][CH:14]=[CH:13][CH:12]=1>>[Br-:10].[CH2:1]([N+:11]1[CH:16]=[CH:15][CH:14]=[CH:13][CH:12]=1)[C:2]([C:4]1[CH:9]=[CH:8][CH:7]=[CH:6][CH:5]=1)=[O:3] |f:2.3|. Procedure details: N-phenacylpyridinium bromide was prepared by slowly adding phenacyl bromide to a stirred flask containing an equimolar quantity of pyridine. The slightly exothermic reaction was accompanied by the precipitation of the solid N-phenacylpyridinium bromide. The salt was then filtered and washed thoroughly with anhydrous ether. Reactants: CNC(C)C, O=C(O)c1cc(Cl)nc(Cl)c1, O. The product is CC(C)N(C)c1cc(C(=O)O)cc(Cl)n1. As a reaction SMILES: [CH:12]([CH3:13])([CH3:14])[NH:15][CH3:16].[Cl:1][c:2]1[cH:3][c:4]([C:5](=[O:6])[OH:7])[cH:8][c:9]([Cl:11])[n:10]1.[OH2:17]>>[c:2]1([N:15]([CH:12]([CH3:13])[CH3:14])[CH3:16])[cH:3][c:4]([C:5](=[O:6])[OH:7])[cH:8][c:9]([Cl:11])[n:10]1. Reagents/catalysts: [O-2].[Mn+4].[O-2] (manganese (IV) oxide). RXN SMILES: [Cl:1][C:2]1[CH:11]=[C:10]2[C:5]([CH:6]=[CH:7][C:8]([C:12]3[CH:13]=[CH:14][C:15]4[O:19][C:18]([CH2:20][OH:21])=[CH:17][C:16]=4[CH:22]=3)=[N:9]2)=[CH:4][CH:3]=1>C(Cl)(Cl)Cl.[O-2].[Mn+4].[O-2]>[Cl:1][C:2]1[CH:11]=[C:10]2[C:5]([CH:6]=[CH:7][C:8]([C:12]3[CH:13]=[CH:14][C:15]4[O:19][C:18]([CH:20]=[O:21])=[CH:17][C:16]=4[CH:22]=3)=[N:9]2)=[CH:4][CH:3]=1 |f:2.3.4|. The solvent is C(Cl)(Cl)Cl (chloroform). Procedure: A mixture of 7-chloro-2-(2-hydroxymethylbenzofuran-5-yl)quinoline (767.9 mg) and manganese (IV) oxide (5.01 g) in chloroform (80 ml) was stirred for 5 hours at ambient temperature. The resulting mixture was filtered and the filtrate was concentrated in reduced pressure to give 7-chloro-2-(2-formylbenzofuran-5-yl)quinoline (650.9 g). Conditions: time 5 hour. Starting materials: ClC1=CC=C2C=CC(=NC2=C1)C=1C=CC2=C(C=C(O2)CO)C1 (7-chloro-2-(2-hydroxymethylbenzofuran-5-yl)quinoline). The product is ClC1=CC=C2C=CC(=NC2=C1)C=1C=CC2=C(C=C(O2)C=O)C1 (7-chloro-2-(2-formylbenzofuran-5-yl)quinoline). Yield: 85318.9%. Starting materials: CCCS, CCOC(C)=O, [H-], [Na+], CN(C)C=O, O=c1nc(-c2cccc(CS(=O)(=O)[O-])n2)sc2ccccc12, O. Product: CCCSCc1cccc(-c2nc(=O)c3ccccc3s2)n1. Reaction SMILES: [CH2:1]([CH2:2][CH3:3])[SH:4].[CH3:29][CH2:30][O:31][C:32](=[O:33])[CH3:34].[H-:5].[Na+:6].[O:35]=[CH:36][N:37]([CH3:38])[CH3:39].[O:7]=[c:8]1[n:9][c:10](-[c:18]2[cH:19][cH:20][cH:21][c:22]([CH2:24][S:25]([O-:26])(=[O:27])=[O:28])[n:23]2)[s:11][c:12]2[c:13]1[cH:14][cH:15][cH:16][cH:17]2.[OH2:40]>>[CH2:1]([CH2:2][CH3:3])[S:4][CH2:24][c:22]1[cH:21][cH:20][cH:19][c:18](-[c:10]2[n:9][c:8](=[O:7])[c:13]3[c:12]([s:11]2)[cH:17][cH:16][cH:15][cH:14]3)[n:23]1.